Task: describe an organic reaction: reactants, conditions, products, and yield. Dataset: the Open Reaction Database (ORD), a public repository of structured organic reaction records Reactants: F[B-](F)(F)F, CCN(C(C)C)C(C)C, C1CCOC1, CCOC(=O)C(CC(=O)O)(Cc1ccc(C)c(C)c1)C(=O)OCC, O=C1Nc2ccccc2CN1C1CCNCC1, O, CN(C)C(On1nnc2ccccc21)=[N+](C)C. Yields the product CCOC(=O)C(CC(=O)N1CCC(N2Cc3ccccc3NC2=O)CC1)(Cc1ccc(C)c(C)c1)C(=O)OCC. RXN SMILES: [B-:25]([F:26])([F:27])([F:28])[F:29].[CH2:47]([N:48]([CH:49]([CH3:50])[CH3:51])[CH:52]([CH3:53])[CH3:54])[CH3:55].[CH2:74]1[O:75][CH2:76][CH2:77][CH2:78]1.[CH3:1][c:2]1[cH:3][c:4]([CH2:9][C:10]([CH2:11][C:12](=[O:13])[OH:14])([C:15](=[O:16])[O:17][CH2:18][CH3:19])[C:20](=[O:21])[O:22][CH2:23][CH3:24])[cH:5][cH:6][c:7]1[CH3:8].[NH:56]1[CH2:57][CH2:58][CH:59]([N:62]2[C:63](=[O:72])[NH:64][c:65]3[cH:66][cH:67][cH:68][cH:69][c:70]3[CH2:71]2)[CH2:60][CH2:61]1.[OH2:73].[n:30]1([O:31][C:32]([N:33]([CH3:34])[CH3:35])=[N+:36]([CH3:37])[CH3:38])[c:39]2[cH:40][cH:41][cH:42][cH:43][c:44]2[n:45][n:46]1>>[CH3:1][c:2]1[cH:3][c:4]([CH2:9][C:10]([CH2:11][C:12](=[O:13])[N:56]2[CH2:57][CH2:58][CH:59]([N:62]3[C:63](=[O:72])[NH:64][c:65]4[cH:66][cH:67][cH:68][cH:69][c:70]4[CH2:71]3)[CH2:60][CH2:61]2)([C:15](=[O:16])[O:17][CH2:18][CH3:19])[C:20](=[O:21])[O:22][CH2:23][CH3:24])[cH:5][cH:6][c:7]1[CH3:8]. Reactants: C1=CC2=C3C(=CC=C4C3=C1C5=C6C4=CC=C7C6=C(C=C5)C(=O)OC7=O)C(=O)OC2=O (perylene-3,4,9,10-tetracarboxylic dianhydride), N1C=NC=C1 (imidazole), O (water), C(C)(C)(C)C1=C(N)C=C(C=C1)C(C)(C)C (2,5-di-tert-butylaniline). Reagents/catalysts: O.O.C(C)(=O)[O-].[Zn+2].C(C)(=O)[O-] (zinc acetate dihydrate). Reaction conditions: temperature 210 celsius, time 1 hour. The product is C1=CC=C2C=CC=C3C4=CC=CC5=CC=CC(C1=C23)=C45 (perylene). RXN SMILES: [CH:1]1[C:10]2[C:11]3[CH:20]=[CH:19][C:18]4C(OC(=O)[C:16]5[C:17]=4[C:12]=3[C:13](=[CH:14][CH:15]=5)[C:8]3[C:9]=2[C:4]2[C:5](C(OC(=O)[C:3]=2[CH:2]=1)=O)=[CH:6][CH:7]=3)=O.N1C=CN=C1.O.C(C1C=CC(C(C)(C)C)=CC=1N)(C)(C)C>O.O.C([O-])(=O)C.[Zn+2].C([O-])(=O)C>[CH:14]1[C:13]2=[C:12]3[C:11]([C:10]4[C:9]5[C:4](=[CH:5][CH:6]=[CH:7][C:8]2=5)[CH:3]=[CH:2][CH:1]=4)=[CH:20][CH:19]=[CH:18][C:17]3=[CH:16][CH:15]=1 |f:4.5.6.7.8|. Procedure: In an autoclave of capacity 100 ml, a mixture of 3.66 g (9.34 mmol) of perylene-3,4,9,10-tetracarboxylic dianhydride, 18.7 g of imidazole, 1.32 g of zinc acetate dihydrate, 8.0 ml (450 mmol) of water and 1.05 g (5.12 mmol) of 2,5-di-tert-butylaniline (prepared according to Rec. Trav. Chim. Pays-Bas, 1958, 77, 491) is heated at 210° C. for 23 h. After the end of the reaction, the mixture is removed from the autoclave by rinsing with ethanol, treated with water and concentrated hydrochloric acid a... Starting materials: OC1=C(C(=O)O)C=C(C=C1)S(NC)(=O)=O (2-hydroxy-5-methylsulfamoyl-benzoic acid), C1=CN(C=N1)C(=O)N2C=CN=C2 (CDI), CO (methanol). Run in C1CCOC1 (THF). Reaction conditions: temperature 70 celsius. Yields the product COC(C1=C(C=CC(=C1)S(NC)(=O)=O)O)=O (2-Hydroxy-5-methylsulfamoyl-benzoic acid methyl ester). RXN SMILES: [OH:1][C:2]1[CH:10]=[CH:9][C:8]([S:11](=[O:15])(=[O:14])[NH:12][CH3:13])=[CH:7][C:3]=1[C:4]([OH:6])=[O:5].[CH:16]1N=CN(C(N2C=NC=C2)=O)C=1.CO>C1COCC1>[CH3:16][O:5][C:4](=[O:6])[C:3]1[CH:7]=[C:8]([S:11](=[O:15])(=[O:14])[NH:12][CH3:13])[CH:9]=[CH:10][C:2]=1[OH:1]. Reported procedure: To 77 mmol 2-hydroxy-5-methylsulfamoyl-benzoic acid in 300 ml THF was added 85 mmol CDI and the mixture heated at 70° C. for 1 h. 770 mmol methanol was then added and the mixture was heated at 70° C. for 16 h. The mixture was then cooled to room temperature and concentrated in vacuo. The residue was chromatographed on silica gel (eluant: ethyl acetate/heptane/dichloromethane 45:45:10) to afford the title compound. MS (m/e): 244.1 ([M−H]−, 100%) Reactants: O=C([O-])[O-], C[Si](C)(C)CCOCn1cnc(-c2cc3nccc(Cl)c3s2)c1, ClCCl, O=[N+]([O-])c1ccc(O)c(F)c1, [K+], [K+], c1ccc(Oc2ccccc2)cc1. The product is C[Si](C)(C)CCOCn1cnc(-c2cc3nccc(Oc4ccc([N+](=O)[O-])cc4F)c3s2)c1. Reaction SMILES: [C:24](=[O:25])([O-:26])[O-:27].[Cl:1][c:2]1[c:3]2[c:4]([n:5][cH:6][cH:7]1)[cH:8][c:9](-[c:11]1[n:12][cH:13][n:14]([CH2:16][O:17][CH2:18][CH2:19][Si:20]([CH3:21])([CH3:22])[CH3:23])[cH:15]1)[s:10]2.[Cl:54][CH2:55][Cl:56].[F:30][c:31]1[c:32]([OH:40])[cH:33][cH:34][c:35]([N+:37](=[O:38])[O-:39])[cH:36]1.[K+:28].[K+:29].[O:41]([c:42]1[cH:43][cH:44][cH:45][cH:46][cH:47]1)[c:48]1[cH:49][cH:50][cH:51][cH:52][cH:53]1>>[c:2]1([O:40][c:32]2[c:31]([F:30])[cH:36][c:35]([N+:37](=[O:38])[O-:39])[cH:34][cH:33]2)[c:3]2[c:4]([n:5][cH:6][cH:7]1)[cH:8][c:9](-[c:11]1[n:12][cH:13][n:14]([CH2:16][O:17][CH2:18][CH2:19][Si:20]([CH3:21])([CH3:22])[CH3:23])[cH:15]1)[s:10]2. Reactants: OC1=CC=C(C=C1)CC(=O)O (4-hydroxyphenylacetic acid), C1(=CC=C(C=C1)S(=O)(=O)O)C (p-toluenesulfonic acid). Run in C(Cl)Cl (methylene chloride), CO (methanol). Yields the product OC1=CC=C(C=C1)CC(=O)OC (methyl 4-hydroxyphenylacetate). RXN SMILES: [OH:1][C:2]1[CH:7]=[CH:6][C:5]([CH2:8][C:9]([OH:11])=[O:10])=[CH:4][CH:3]=1.[C:12]1(C)C=CC(S(O)(=O)=O)=CC=1>C(Cl)Cl.CO>[OH:1][C:2]1[CH:3]=[CH:4][C:5]([CH2:8][C:9]([O:11][CH3:12])=[O:10])=[CH:6][CH:7]=1. Procedure: To a solution of 4-hydroxyphenylacetic acid (10 g) in methylene chloride (66 mL) and methanol (26 mL) was added p-toluenesulfonic acid (1.25 g), and the resulting solution was heated at reflux overnight. The solvent was evaporated, the residue dissolved in ethyl acetate, and the the solution washed (H2O), dried (MgSO4), and evaporated to give crude methyl 4-hydroxyphenylacetate (10.4 TLC: Rf =0.72, ethyl acetate:dichloromethane (10:90); MS: m/z=167(M+1).